From a dataset of the Open Reaction Database (ORD), a public repository of structured organic reaction records. describe an organic reaction: reactants, conditions, products, and yield RXN SMILES: [Al+3:32].[F:1][c:2]1[cH:3][cH:4][c:5](-[c:8]2[n:9][c:10]([CH:21]3[O:22][CH2:23][C:24]([C:27](=[O:28])[NH2:29])([CH3:30])[CH2:25][O:26]3)[nH:11][c:12]2-[c:13]2[n:14][c:15]([S:19][CH3:20])[n:16][cH:17][cH:18]2)[cH:6][cH:7]1.[H-:31].[H-:34].[H-:35].[H-:36].[Li+:33].[Na+:39].[O:40]1[CH2:41][CH2:42][CH2:43][CH2:44]1.[OH-:38].[OH2:37]>>[F:1][c:2]1[cH:3][cH:4][c:5](-[c:8]2[n:9][c:10]([CH:21]3[O:22][CH2:23][C:24]([CH2:27][NH2:29])([CH3:30])[CH2:25][O:26]3)[nH:11][c:12]2-[c:13]2[n:14][c:15]([S:19][CH3:20])[n:16][cH:17][cH:18]2)[cH:6][cH:7]1. The product is CSc1nccc(-c2[nH]c(C3OCC(C)(CN)CO3)nc2-c2ccc(F)cc2)n1. Starting materials: [Al+3], CSc1nccc(-c2[nH]c(C3OCC(C)(C(N)=O)CO3)nc2-c2ccc(F)cc2)n1, [H-], [H-], [H-], [H-], [Li+], [Na+], C1CCOC1, [OH-], O. Reactants: C(C1=CC=CC=C1)N=[N+]=[N-] (Benzyl azide), C1(=CC=CC=C1)C#C (phenylacetylene). The reagents and catalysts are C[C-]1C(=C(C(=C1C)C)C)C.C1=CC=C(C=C1)P(C2=CC=CC=C2)C3=CC=CC=C3.C1=CC=C(C=C1)P(C2=CC=CC=C2)C3=CC=CC=C3.Cl[Ru+] (Cp*RuCl(PPh3)2). Solvent: C1=CC=CC=C1 (benzene). The product is C(C1=CC=CC=C1)N1N=NC=C1C1=CC=CC=C1 (1-benzyl-5-phenyl-1H-1,2,3-triazole). Reaction SMILES: [CH2:1]([N:8]=[N+:9]=[N-:10])[C:2]1[CH:7]=[CH:6][CH:5]=[CH:4][CH:3]=1.[C:11]1([C:17]#[CH:18])[CH:16]=[CH:15][CH:14]=[CH:13][CH:12]=1>C[C-]1C(C)=C(C)C(C)=C1C.C1C=CC(P(C2C=CC=CC=2)C2C=CC=CC=2)=CC=1.C1C=CC(P(C2C=CC=CC=2)C2C=CC=CC=2)=CC=1.Cl[Ru+].C1C=CC=CC=1>[CH2:1]([N:8]1[C:17]([C:11]2[CH:16]=[CH:15][CH:14]=[CH:13][CH:12]=2)=[CH:18][N:10]=[N:9]1)[C:2]1[CH:7]=[CH:6][CH:5]=[CH:4][CH:3]=1 |f:2.3.4.5|. Procedure: Benzyl azide (0.100 g, 0.751 mmol), phenylacetylene (0.150 mL, 1.37 mmol), Cp*RuCl(PPh3)2 (30 mg, 0.038 mmol). Solvent, benzene; reaction temperature, r.t.; reaction time, 24 hours; yield, 0.13 g (75%). EI-MS: m/z 236 [M+1]. Reactants: Cc1nc(C(=O)Cl)co1, COc1cc2nc(N3CCNCC3)nc(N)c2cc1OC, C1COCCO1. Product: COc1cc2nc(N3CCN(C(=O)c4coc(C)n4)CC3)nc(N)c2cc1OC, Cl. RXN SMILES: [CH3:1][c:2]1[o:3][cH:4][c:5]([C:7](=[O:8])[Cl:9])[n:6]1.[NH2:10][c:11]1[n:12][c:13]([N:25]2[CH2:26][CH2:27][NH:28][CH2:29][CH2:30]2)[n:14][c:15]2[cH:16][c:17]([O:23][CH3:24])[c:18]([O:21][CH3:22])[cH:19][c:20]12.[O:31]1[CH2:32][CH2:33][O:34][CH2:35][CH2:36]1>>[CH3:1][c:2]1[o:3][cH:4][c:5]([C:7](=[O:8])[N:28]2[CH2:27][CH2:26][N:25]([c:13]3[n:12][c:11]([NH2:10])[c:20]4[c:15]([n:14]3)[cH:16][c:17]([O:23][CH3:24])[c:18]([O:21][CH3:22])[cH:19]4)[CH2:30][CH2:29]2)[n:6]1.[ClH:9]. The reactants are [Al+3], C1CCOC1, [H-], [H-], [H-], [H-], [Li+], [Na+], [OH-], O, CCCCCC(O)C#CC1(O)C(C)(C)CCCC1(C)O. As a reaction SMILES: [Al+3:7].[CH2:1]1[O:2][CH2:3][CH2:4][CH2:5]1.[H-:10].[H-:11].[H-:6].[H-:9].[Li+:8].[Na+:33].[OH-:32].[OH2:34].[OH:12][C:13]1([C:23]#[C:24][CH:25]([CH2:26][CH2:27][CH2:28][CH2:29][CH3:30])[OH:31])[C:14]([CH3:21])([OH:22])[CH2:15][CH2:16][CH2:17][C:18]1([CH3:19])[CH3:20]>>[C:13]1(=[C:23]=[CH:24][CH:25]([CH2:26][CH2:27][CH2:28][CH2:29][CH3:30])[OH:31])[C:14]([CH3:21])([OH:22])[CH2:15][CH2:16][CH2:17][C:18]1([CH3:19])[CH3:20]. Product: CCCCCC(O)C=C=C1C(C)(C)CCCC1(C)O.